Task: describe an organic reaction: reactants, conditions, products, and yield. Dataset: the Open Reaction Database (ORD), a public repository of structured organic reaction records Starting materials: CO (Methanol), COC=1C=C(C=C(C1)OC)CCC(=O)O (3-(3,5-dimethoxyphenyl)propanoic acid), CO (methanol). The solvent is C1CCOC1 (THF). Conditions: time 8 hour. Yields the product COC=1C=C(C=C(C1)OC)CCCO (3-(3,5-dimethoxy-phenyl)-propan-1-ol). RXN SMILES: [CH3:1][O:2][C:3]1[CH:4]=[C:5]([CH2:11][CH2:12][C:13](O)=[O:14])[CH:6]=[C:7]([O:9][CH3:10])[CH:8]=1.CO>C1COCC1>[CH3:10][O:9][C:7]1[CH:6]=[C:5]([CH2:11][CH2:12][CH2:13][OH:14])[CH:4]=[C:3]([O:2][CH3:1])[CH:8]=1. Procedure: A solution of 3-(3,5-dimethoxyphenyl)propanoic acid (2.00 g, 9.51 mmol) in THF (2.0 mL) was added dropwise to a stirred solution of borane-tetrahydrofuran complex (20.93 mL, 20.93 mmol) so as to maintain reaction temperature below 35° C. The mixture was allowed to stir overnight at room temperature. Methanol was added dropwise to the stirred mixture until visible reaction had ceased. An additional 20 mL of methanol was added and the reaction was stirred for 4 hours. The crude mixture was concent... Reactants: Cl.ClC1=CN=C(S1)N (5-chlorothiazol-2-amine hydrochloride), ClC=1C=CC(=C(C(=O)O)C1)OC (5-chloro-2-methoxybenzoic acid), Cl.C(C)N=C=NCCCN(C)C (1-ethyl-3-[3-(dimethylamino)propyl]-carbodiimide hydrochloride), O.ON1N=NC2=C1C=CC=C2 (1-hydroxybenzotriazole hydrate). Reagents/catalysts: CN(C1=CC=NC=C1)C (4-(dimethylamino)pyridine). The solvent is N1=CC=CC=C1 (pyridine). Run at time 2 hour. The product is ClC=1C=CC(=C(C(=O)NC=2SC(=CN2)Cl)C1)OC (5-chloro-N-(5-chlorothiazol-2-yl)-2-methoxybenzamide). RXN SMILES: Cl.[Cl:2][C:3]1[S:7][C:6]([NH2:8])=[N:5][CH:4]=1.[Cl:9][C:10]1[CH:11]=[CH:12][C:13]([O:19][CH3:20])=[C:14]([CH:18]=1)[C:15](O)=[O:16].Cl.C(N=C=NCCCN(C)C)C.O.ON1C2C=CC=CC=2N=N1>CN(C)C1C=CN=CC=1.N1C=CC=CC=1>[Cl:9][C:10]1[CH:11]=[CH:12][C:13]([O:19][CH3:20])=[C:14]([CH:18]=1)[C:15]([NH:8][C:6]1[S:7][C:3]([Cl:2])=[CH:4][N:5]=1)=[O:16] |f:0.1,3.4,5.6|. Procedure details: A mixture of 5-chlorothiazol-2-amine hydrochloride (513 mg, 3 mmol, 5-chloro-2-methoxybenzoic acid (670 mg, 3.6 mmol, 1-ethyl-3-[3-(dimethylamino)propyl]-carbodiimide hydrochloride (1.15 g, 6 mmol), 1-hydroxybenzotriazole hydrate (810 mg, 6 mmol) and 4-(dimethylamino)pyridine (73 mg, 0.6 mmol) in pyridine was stirred at room temperature for 2 hours. The volatiles were removed under vacuum, and the resulting mixture was diluted with water and extracted with ethyl acetate. The organic extract was ... Starting materials: C[C@]12OC([C@@H]([C@H]1[C@]1(CCCC([C@@H]1CC2)(C)C)C)O)O ((1R,3aR,5aS,9aS,9bR)-Dodecahydro-3a,6,6,9a-tetramethylnaphtho[2,1-b]furan-1,2-diol), 9R, C(C)(=O)[O-].C(C)(=O)[O-].C(C)(=O)[O-].C(C)(=O)[O-].[Pb+4] (lead tetraacetate). Solvent: C(C)OCC (diethyl ether), C1=CC=CC=C1 (benzene). Run at temperature 25 celsius, time 4 hour. The product is C(=O)O[C@]1([C@@H]([C@]2(CCCC([C@@H]2CC1)(C)C)C)C=O)C ((1R,2R,4aS,8aS)-Decahydro-2-formyloxy-2,5,5,8a-tetramethylnaphthalene-1-carboxaldehyde). Yield: 85.3%. Reaction SMILES: [CH3:1][C@@:2]12[CH2:14][CH2:13][C@@H:12]3[C@:7]([CH3:17])([CH2:8][CH2:9][CH2:10][C:11]3([CH3:16])[CH3:15])[C@@H:6]1[C@@H:5]([OH:18])[CH:4]([OH:19])[O:3]2.C([O-])(=O)C.C([O-])(=O)C.C([O-])(=O)C.C([O-])(=O)C.[Pb+4]>C1C=CC=CC=1.C(OCC)C>[CH:4]([O:3][C@:2]1([CH3:1])[CH2:14][CH2:13][C@@H:12]2[C@:7]([CH3:17])([CH2:8][CH2:9][CH2:10][C:11]2([CH3:15])[CH3:16])[C@H:6]1[CH:5]=[O:18])=[O:19] |f:1.2.3.4.5|. Reported procedure: To a solution of 0.30 g (1.1 mmol) of lactols 9S and 9R in 15 mL of benzene under argon was added 0.60 g (1.3 mmol) of lead tetraacetate. After the mixture was stirred at 25° C. for 4 h, it was diluted with diethyl ether, the organic layer was washed with water, and brine, dried (MgSO4), concentrated, and column chromatographed on silica gel using a gradient mixture of hexane and diethyl ether as eluent to give 0.25 g (85% yield) of aldehyde 11. [α]22D=−54.4° (c 0.25, CHCl3); 1H NMR (CDCl3) δ 9....